describe an organic reaction: reactants, conditions, products, and yield From a dataset of the Open Reaction Database (ORD), a public repository of structured organic reaction records. Reactants: CC1=NC(=CC(=N1)N)C (2,6-dimethylpyrimidin-4-amine), BrC=1C(N(C=C(C1)Br)C)=O (3,5-dibromo-1-methylpyridin-2(1H)-one), CC1(C2=C(C(=CC=C2)P(C3=CC=CC=C3)C4=CC=CC=C4)OC5=C(C=CC=C51)P(C6=CC=CC=C6)C7=CC=CC=C7)C (XantPhos), C([O-])([O-])=O.[Cs+].[Cs+] (cesium carbonate). Reagents/catalysts: C=1C=CC(=CC1)/C=C/C(=O)/C=C/C2=CC=CC=C2.C=1C=CC(=CC1)/C=C/C(=O)/C=C/C2=CC=CC=C2.C=1C=CC(=CC1)/C=C/C(=O)/C=C/C2=CC=CC=C2.[Pd].[Pd] (Pd2(dba)3). The solvent is O1CCOCC1 (1,4-dioxane). Run at temperature 90 celsius. Yields the product BrC=1C=C(C(N(C1)C)=O)NC1=NC(=NC(=C1)C)C (5-Bromo-3-(2,6-dimethylpyrimidin-4-ylamino)-1-methylpyridin-2(1H)-one). Isolated yield 70.1%. Reaction SMILES: [CH3:1][C:2]1[N:7]=[C:6]([NH2:8])[CH:5]=[C:4]([CH3:9])[N:3]=1.Br[C:11]1[C:12](=[O:19])[N:13]([CH3:18])[CH:14]=[C:15]([Br:17])[CH:16]=1.CC1(C)C2C(=C(P(C3C=CC=CC=3)C3C=CC=CC=3)C=CC=2)OC2C(P(C3C=CC=CC=3)C3C=CC=CC=3)=CC=CC1=2.C(=O)([O-])[O-].[Cs+].[Cs+]>C1C=CC(/C=C/C(/C=C/C2C=CC=CC=2)=O)=CC=1.C1C=CC(/C=C/C(/C=C/C2C=CC=CC=2)=O)=CC=1.C1C=CC(/C=C/C(/C=C/C2C=CC=CC=2)=O)=CC=1.[Pd].[Pd].O1CCOCC1>[Br:17][C:15]1[CH:16]=[C:11]([NH:8][C:6]2[CH:5]=[C:4]([CH3:9])[N:3]=[C:2]([CH3:1])[N:7]=2)[C:12](=[O:19])[N:13]([CH3:18])[CH:14]=1 |f:3.4.5,6.7.8.9.10|. Reported procedure: A 250-mL single-neck round-bottomed flask equipped with a magnetic stirrer and a reflux condenser was charged with 1,4-dioxane (150 mL), 2,6-dimethylpyrimidin-4-amine (2.5 g, 20.3 mmol), 3,5-dibromo-1-methylpyridin-2(1H)-one (5.4 g, 20.3 mmol), Pd2(dba)3 (1.86 mg, 2.03 mmol), XantPhos (2.3 g, 4.06 mmol), and cesium carbonate (13.2 g, 40.6 mmol). After three cycles of vacuum/argon flush, the mixture was heated at 90° C. for 2.5 h. After this time the reaction was filtered and the filtrate was eva...